This data is from the Open Reaction Database (ORD), a public repository of structured organic reaction records. The task is: describe an organic reaction: reactants, conditions, products, and yield The reactants are COC(C(C(F)(F)F)(C)OCC(=O)C1=CC(=CC=C1)Br)=O (2-[2-(3-bromo-phenyl)-2-oxo-ethoxy]-3,3,3-trifluoro-2-methyl-propionic acid methyl ester), solution, C[Al](C)C (AlMe3), CCCCCCC (heptane), solution, [Li]C (MeLi), CCOCC (Et2O), NaH2PO4. Run in C1(=CC=CC=C1)C (toluene). Conditions: temperature -78 celsius, time 0.5 hour. The product is COC(C(C(F)(F)F)(C)OCC(C)(O)C1=CC(=CC=C1)Br)=O (2-[2-(3-Bromo-phenyl)-2-hydroxy-propoxy]-3,3,3-trifluoro-2-methyl-propionic acid methyl ester). Reaction SMILES: [CH3:1][O:2][C:3](=[O:21])[C:4]([O:10][CH2:11][C:12]([C:14]1[CH:19]=[CH:18][CH:17]=[C:16]([Br:20])[CH:15]=1)=[O:13])([CH3:9])[C:5]([F:8])([F:7])[F:6].[CH3:22][Al](C)C.CCCCCCC.[Li]C.CCOCC>C1(C)C=CC=CC=1>[CH3:1][O:2][C:3](=[O:21])[C:4]([O:10][CH2:11][C:12]([C:14]1[CH:19]=[CH:18][CH:17]=[C:16]([Br:20])[CH:15]=1)([OH:13])[CH3:22])([CH3:9])[C:5]([F:8])([F:6])[F:7]. Procedure details: To a solution of 2-[2-(3-bromo-phenyl)-2-oxo-ethoxy]-3,3,3-trifluoro-2-methyl-propionic acid methyl ester (6.6 g, 17 mmol) in toluene (120 ml) was added under argon at −78° C. a 2M solution of AlMe3 in heptane (17 ml, 34 mmol) and after stirring for 0.5 h at −78° C. a 1.6 M solution of MeLi in Et2O (21.3 ml, 34 mmol) over a period of 40 min. After stirring for 0.5 h at −78° C. the reaction mixture was added to a cold aqueous NaH2PO4 solution and was extracted with EtOAc. Combined organic layers ... Reactants: resultant mixture, C1(C=2C(C(N1N1C(=CC=C1)C)=O)=CC=CC2)=O (1-phthalimido-2-methylpyrrole), ClC1=C(C(=O)Cl)C=CC=C1 (o-chlorobenzoyl chloride), [Sn](Cl)(Cl)(Cl)Cl (tin (IV) chloride). Solvent: ClCCl (dichloromethane). The product is ClC1=C(C(=O)C=2N(C(=CC2)C)N2C(C=3C(C2=O)=CC=CC3)=O)C=CC=C1 (2-(2-Chlorobenzoyl)-5-methyl-1-phthalimidopyrrole). Yield: 75.1%. Reaction SMILES: [C:1]1(=[O:17])[N:5]([N:6]2[CH:10]=[CH:9][CH:8]=[C:7]2[CH3:11])[C:4](=[O:12])[C:3]2=[CH:13][CH:14]=[CH:15][CH:16]=[C:2]12.[Cl:18][C:19]1[CH:27]=[CH:26][CH:25]=[CH:24][C:20]=1[C:21](Cl)=[O:22].[Sn](Cl)(Cl)(Cl)Cl>ClCCl>[Cl:18][C:19]1[CH:27]=[CH:26][CH:25]=[CH:24][C:20]=1[C:21]([C:10]1[N:6]([N:5]2[C:4](=[O:12])[C:3]3=[CH:13][CH:14]=[CH:15][CH:16]=[C:2]3[C:1]2=[O:17])[C:7]([CH3:11])=[CH:8][CH:9]=1)=[O:22]. Reported procedure: To a suspension of 1-phthalimido-2-methylpyrrole (105 g, 0.46 mol) and o-chlorobenzoyl chloride (162.5 g, 0.93 mol) in 1.5 liters of dichloromethane at 0° was added tin (IV) chloride (243 g, 0.94 mol) over 15 minutes. The resultant mixture was warmed to room temperature over 30 minutes and then quenched with 2 liters of H2O. The organic layer was washed with H2O and brine, dried (MgSO4), charcoaled and filtered. Evaporation of the volatiles left an oil which was purified by flash chromatography ... The reactants are O=C1CCCO1, Nc1cccc(C(F)(F)F)c1, O, Cc1cc(C)cc(C)c1. The product is O=C1CCCN1c1cccc(C(F)(F)F)c1. As a reaction SMILES: [C:12]1(=[O:17])[CH2:13][CH2:14][CH2:15][O:16]1.[F:1][C:2]([c:3]1[cH:4][c:5]([NH2:6])[cH:7][cH:8][cH:9]1)([F:10])[F:11].[OH2:27].[c:18]1([CH3:19])[cH:20][c:21]([CH3:22])[cH:23][c:24]([CH3:25])[cH:26]1>>[F:1][C:2]([c:3]1[cH:4][c:5]([N:6]2[CH2:12][CH2:13][CH2:14][C:15]2=[O:16])[cH:7][cH:8][cH:9]1)([F:10])[F:11]. The reactants are CCO, CCOC(C)=O, O=[N+]([O-])c1ccc(Oc2ccccc2F)cc1, O, O, Cl[Sn]Cl. The product is Nc1ccc(Oc2ccccc2F)cc1. RXN SMILES: [CH3:23][CH2:24][OH:25].[CH3:26][CH2:27][O:28][C:29](=[O:30])[CH3:31].[F:1][c:2]1[c:3]([O:4][c:5]2[cH:6][cH:7][c:8]([N+:11]([O-:12])=[O:13])[cH:9][cH:10]2)[cH:14][cH:15][cH:16][cH:17]1.[OH2:18].[OH2:19].[Sn:20]([Cl:21])[Cl:22]>>[F:1][c:2]1[c:3]([O:4][c:5]2[cH:6][cH:7][c:8]([NH2:11])[cH:9][cH:10]2)[cH:14][cH:15][cH:16][cH:17]1. The reactants are methyl esters, C(CCCCCCCCCCCCCCCCC)(=O)OC (methyl stearate), C(CCCCCCC\C=C/CCCCCCCC)(=O)OC (methyl oleate), methyl esters. Product: C(CCCCCCC\C=C/C\C=C/CCCCC)(=O)OC (methyl linoleate). Yield: 16.0%. RXN SMILES: [C:1]([O:20][CH3:21])(=[O:19])[CH2:2][CH2:3][CH2:4][CH2:5][CH2:6][CH2:7][CH2:8][CH2:9][CH2:10][CH2:11][CH2:12][CH2:13][CH2:14][CH2:15][CH2:16][CH2:17][CH3:18].C(OC)(=O)CCCCCCC/C=C\CCCCCCCC>>[C:1]([O:20][CH3:21])(=[O:19])[CH2:2][CH2:3][CH2:4][CH2:5][CH2:6][CH2:7][CH2:8]/[CH:9]=[CH:10]\[CH2:11]/[CH:12]=[CH:13]\[CH2:14][CH2:15][CH2:16][CH2:17][CH3:18]. Reported procedure: Another possible route to produce different grade of palm diesel is by using partial vacuum fractionation of palm oil methyl esters. Under pressure of 25 Pa and temperature ranging between 145° C. to 154° C., mixture of methyl esters consisting 6.0% methyl palmitate, 8.5% methyl stearate, 69.5% methyl oleate and 16.0% methyl linoleate was obtained. This fraction of methyl esters exhibits pour point of below 0° C. The reactants are [H-].[H-].[H-].[H-].[Li+].[Al+3] (LiAlH4), OC1=C(C=C(C#N)C=C1C)C (4-hydroxy-3,5-dimethylbenzonitrile), Cl (HCl). Solvent: O (water), C(C)OCC (diethyl ether), C(C)OCC (diethyl ether), C1CCOC1 (THF), O (water). Conditions: time 22 hour. The product is NCC1=CC(=C(C(=C1)C)O)C (4-aminomethyl-2,6-dimethyl-phenol). Isolated yield 23.9%. As a reaction SMILES: [H-].[H-].[H-].[H-].[Li+].[Al+3].[OH:7][C:8]1[C:15]([CH3:16])=[CH:14][C:11]([C:12]#[N:13])=[CH:10][C:9]=1[CH3:17].Cl>C(OCC)C.C1COCC1.O>[NH2:13][CH2:12][C:11]1[CH:10]=[C:9]([CH3:17])[C:8]([OH:7])=[C:15]([CH3:16])[CH:14]=1 |f:0.1.2.3.4.5|. Procedure details: To a suspension of LiAlH4 (1.51 g, 39.8 mmol) in diethyl ether (40 mL) a solution of 4-hydroxy-3,5-dimethylbenzonitrile (4.89 g, 33.2 mmol) in diethyl ether (20 mL) and THF (10 mL) is added dropwise at rt. The mixture is stirred at rt for 22 h before it is cooled with an ice-bath and carefully treated with water (10 mL), acidified with 25% aq. HCl and diluted with water (30 mL). The mixture is extracted with diethyl ether. The etheral extract is discarded. The aqueous phase is basified to pH˜8 b... Starting materials: ClCCCBr, O=C([O-])[O-], CN(C)C=O, [K+], [K+], O, COc1cc2c(Oc3ccc(C)cc3C(=O)c3ccccc3)ccnc2cc1O. The product is COc1cc2c(Oc3ccc(C)cc3C(=O)c3ccccc3)ccnc2cc1OCCCCl. As a reaction SMILES: [Br:30][CH2:31][CH2:32][CH2:33][Cl:34].[C:35](=[O:36])([O-:37])[O-:38].[CH3:42][N:43]([CH3:44])[CH:45]=[O:46].[K+:39].[K+:40].[OH2:41].[OH:1][c:2]1[c:3]([O:28][CH3:29])[cH:4][c:5]2[c:6]([O:12][c:13]3[c:14]([C:20](=[O:21])[c:22]4[cH:23][cH:24][cH:25][cH:26][cH:27]4)[cH:15][c:16]([CH3:19])[cH:17][cH:18]3)[cH:7][cH:8][n:9][c:10]2[cH:11]1>>[O:1]([c:2]1[c:3]([O:28][CH3:29])[cH:4][c:5]2[c:6]([O:12][c:13]3[c:14]([C:20](=[O:21])[c:22]4[cH:23][cH:24][cH:25][cH:26][cH:27]4)[cH:15][c:16]([CH3:19])[cH:17][cH:18]3)[cH:7][cH:8][n:9][c:10]2[cH:11]1)[CH2:31][CH2:32][CH2:33][Cl:34]. Reactants: [NH4+].[Cl-] (NH4Cl), C(C1=CC=CC=C1)OC(N[C@@H]1C(NCC1)=O)=O ((2-oxopyrrolidin-3-(S)-yl)-carbamic acid benzyl ester), [H-].[Na+] (NaH), O(C1=CC=CC=C1)C1=NC=CC2=CC(=CC=C12)CBr (1-phenoxy-6-bromomethyl-isoquinoline). Solvent: C1CCOC1 (THF), CN(C)C=O (DMF), C(Cl)Cl (CH2Cl2). Conditions: temperature 120 celsius, time 16 hour. The product is ClC1=NC=CC2=CC(=CC=C12)CN1C([C@H](CC1)NC(O)=O)=O ([1-(1-Chloro-isoquinolin-6-ylmethyl)-2-oxopyrrolidin-3(S)-yl]-carbamic acid). RXN SMILES: C([O:8][C:9](=[O:17])[NH:10][C@H:11]1[CH2:15][CH2:14][NH:13][C:12]1=[O:16])C1C=CC=CC=1.[H-].[Na+].O([C:27]1[C:36]2[C:31](=[CH:32][C:33]([CH2:37]Br)=[CH:34][CH:35]=2)[CH:30]=[CH:29][N:28]=1)C1C=CC=CC=1.[NH4+].[Cl-:40]>C1COCC1.C(Cl)Cl.CN(C=O)C>[Cl:40][C:27]1[C:36]2[C:31](=[CH:32][C:33]([CH2:37][N:13]3[CH2:14][CH2:15][C@H:11]([NH:10][C:9](=[O:17])[OH:8])[C:12]3=[O:16])=[CH:34][CH:35]=2)[CH:30]=[CH:29][N:28]=1 |f:1.2,4.5|. Procedure: To a solution of (2-oxopyrrolidin-3-(S)-yl)-carbamic acid benzyl ester (0.15 g, 0.64 mmol) in 6 mL of 10:1 THF:DMF at 0° C. is added a 60% NaH dispersion (0.03 g, 0.71 mmol) followed by 1-phenoxy-6-bromomethyl-isoquinoline (0.2 g, 0.64 mmol). After 16 hours, the solution is treated with 10 mL of saturated NH4Cl. The solution is diluted with CH2Cl2. The organic layer is washed with H2O and saturated NaCl. The resulting product is suspended in 5 g of NH4OAc and heated to 120° C. After 36 hours, th... Starting materials: Cl (hydrochloric acid), Cl.ON (hydroxyamine hydrochloride), C(C1=CC=CC=C1)SC1=C(C=NN1C)C(=O)O (5-benzylthio-1-methylpyrazole-4-carboxylic acid), S(=O)(Cl)Cl (thionyl chloride), [OH-].[K+] (potassium hydroxide). The reagents and catalysts are CN(C=O)C (N,N-dimethylformamide). Solvent: O1CCCC1 (tetrahydrofuran), O1CCCC1 (tetrahydrofuran), O (water), C1(=CC=CC=C1)C (toluene), O (water). Conditions: time 15 minute. The product is C(C1=CC=CC=C1)SC1=C(C=NN1C)C(=O)NO (5-benzylthio-1-methylpyrazole-4-carbohydroxamic acid). Isolated yield 61.1%. Reaction SMILES: [CH2:1]([S:8][C:9]1[N:13]([CH3:14])[N:12]=[CH:11][C:10]=1[C:15]([OH:17])=O)[C:2]1[CH:7]=[CH:6][CH:5]=[CH:4][CH:3]=1.S(Cl)(Cl)=O.Cl.[OH:23][NH2:24].[OH-].[K+].Cl>C1(C)C=CC=CC=1.O1CCCC1.O.CN(C)C=O>[CH2:1]([S:8][C:9]1[N:13]([CH3:14])[N:12]=[CH:11][C:10]=1[C:15]([NH:24][OH:23])=[O:17])[C:2]1[CH:7]=[CH:6][CH:5]=[CH:4][CH:3]=1 |f:2.3,4.5|. Reported procedure: In a suspension of 5-benzylthio-1-methylpyrazole-4-carboxylic acid (15.9 g, 64.0 mmol) in toluene (100 ml), thionyl chloride (11.4 g, 95.8 mmol) and N,N-dimethylformamide (0.1 g) were added, and refluxed for 4 hours. The residue obtained by distilling off the solvent was dissolved in tetrahydrofuran (40 ml), On the other hand, in a solution of hydroxyamine hydrochloride (13.3 g, 191 mmol) in water (40 ml), a solution of 85% potassium hydroxide (12.6 g, 191 mmol) in water (40 ml) was added at 5-1...